This data is from the Open Reaction Database (ORD), a public repository of structured organic reaction records. The task is: describe an organic reaction: reactants, conditions, products, and yield Reactants: C12(CC(C1)C2)N (bicyclo[1.1.1]pentan-1-ylamine), NC1=NC=C(C#N)C(=C1)F (6-amino-4-fluoronicotinonitrile), NC1=NC=C(C#N)C(=C1)F (6-amino-4-fluoronicotinonitrile), C(C)(C)N(CC)C(C)C (diisopropylethylamine). Run in CC(=O)N(C)C (DMA). Conditions: temperature 80 celsius. The product is NC1=NC=C(C#N)C(=C1)NC12CC(C1)C2 (6-amino-4-(bicyclo[1.1.1]pentan-1-ylamino)nicotinonitrile). RXN SMILES: [C:1]12([NH2:6])[CH2:5][CH:3]([CH2:4]1)[CH2:2]2.[NH2:7][C:8]1[CH:15]=[C:14](F)[C:11]([C:12]#[N:13])=[CH:10][N:9]=1.C(N(C(C)C)CC)(C)C>CC(N(C)C)=O>[NH2:7][C:8]1[CH:15]=[C:14]([NH:6][C:1]23[CH2:5][CH:3]([CH2:4]2)[CH2:2]3)[C:11]([C:12]#[N:13])=[CH:10][N:9]=1. Reported procedure: A mixture of bicyclo[1.1.1]pentan-1-ylamine (201 mg, 1.68 mmol), 6-amino-4-fluoronicotinonitrile (intermediate 21, 230 mg, 1.68 mmol) and diisopropylethylamine (1.47 ml, 8.39 mmol) in DMA (3 ml) was heated at 80° C. in a septum sealed reaction vessel for 48 h. The reaction mixture was heated for 5 h at 120° C. and 18 h at 80° C., then cooled, evaporated and purified twice by normal phase chromatography using 24 g RediSep® columns, eluting with gradients from heptane to EtOAc. Product containing ...